This data is from the Open Reaction Database (ORD), a public repository of structured organic reaction records. The task is: describe an organic reaction: reactants, conditions, products, and yield Reactants: CCO, [Na+], [OH-], O, CCOC(=O)c1cn2c(cnc3ccccc32)n1. Yields the product O=C(O)c1cn2c(cnc3ccccc32)n1. Reaction SMILES: [CH3:22][CH2:23][OH:24].[Na+:2].[OH-:1].[OH2:21].[cH:3]1[c:4]([C:16](=[O:17])[O:18][CH2:19][CH3:20])[n:5][c:6]2[n:7]1[c:8]1[cH:9][cH:10][cH:11][cH:12][c:13]1[n:14][cH:15]2>>[cH:3]1[c:4]([C:16](=[O:17])[OH:18])[n:5][c:6]2[n:7]1[c:8]1[cH:9][cH:10][cH:11][cH:12][c:13]1[n:14][cH:15]2. Starting materials: C(CCC)NC(=S)NCCCC (N,N'-dibutylthiourea), C(CC(=O)O)(=O)O (malonic acid), C(C)(=O)OC(C)=O (acetic anhydride), C(C)(=O)OC(C)=O (acetic anhydride), C(C)(=O)OC(C)=O (acetic anhydride), O (water). Solvent: C(C)(=O)O (acetic acid). Conditions: temperature 70 celsius. The product is C(CCC)N1C(=S)N(C(=O)C(C1=O)C(C)=O)CCCC (N,N'-dibutyl-5-acetyl-thiobarbituric acid). Reaction SMILES: [CH2:1]([NH:5][C:6]([NH:8][CH2:9][CH2:10][CH2:11][CH3:12])=[S:7])[CH2:2][CH2:3][CH3:4].[C:13](O)(=[O:18])[CH2:14][C:15](O)=[O:16].C(O[C:24](=[O:26])[CH3:25])(=O)C.O>C(O)(=O)C>[CH2:9]([N:8]1[C:13](=[O:18])[CH:14]([C:24](=[O:26])[CH3:25])[C:15](=[O:16])[N:5]([CH2:1][CH2:2][CH2:3][CH3:4])[C:6]1=[S:7])[CH2:10][CH2:11][CH3:12]. Procedure: 358 g of N,N'-dibutylthiourea and 225 g of malonic acid are dissolved in 850 ml of glacial acetic acid, with warming, 190 ml of acetic anhydride are added dropwise at 60° C., with stirring, the mixture is warmed at 70° C. for 2 hours, 100 ml of acetic anhydride are added dropwise, the resulting mixture is warmed at 70° C. for 1 hour, a further 100 ml of acetic anhydride are added dropwise, the resulting mixture is warmed at 90° C. for 3 hours and 70 ml of water are added dropwise at 60°-90° C. T...